Task: describe an organic reaction: reactants, conditions, products, and yield. Dataset: the Open Reaction Database (ORD), a public repository of structured organic reaction records The reactants are CC1(C)OCc2cc(C3CN(CCCCCCOCCCCc4cccc(S(=O)C5CCCC5)c4)C(=O)O3)ccc2O1, ClCCl, O=C(OO)c1cccc(Cl)c1. The product is CC1(C)OCc2cc(C3CN(CCCCCCOCCCCc4cccc(S(=O)(=O)C5CCCC5)c4)C(=O)O3)ccc2O1. Reaction SMILES: [CH:12]1([S:17](=[O:18])[c:19]2[cH:20][c:21]([CH2:25][CH2:26][CH2:27][CH2:28][O:29][CH2:30][CH2:31][CH2:32][CH2:33][CH2:34][CH2:35][N:36]3[C:37](=[O:53])[O:38][CH:39]([c:41]4[cH:42][c:43]5[c:44]([cH:51][cH:52]4)[O:45][C:46]([CH3:49])([CH3:50])[O:47][CH2:48]5)[CH2:40]3)[cH:22][cH:23][cH:24]2)[CH2:13][CH2:14][CH2:15][CH2:16]1.[Cl:54][CH2:55][Cl:56].[OH:1][O:2][C:3]([c:4]1[cH:5][c:6]([Cl:7])[cH:8][cH:9][cH:10]1)=[O:11]>>[O:1]=[S:17]([CH:12]1[CH2:13][CH2:14][CH2:15][CH2:16]1)(=[O:18])[c:19]1[cH:20][c:21]([CH2:25][CH2:26][CH2:27][CH2:28][O:29][CH2:30][CH2:31][CH2:32][CH2:33][CH2:34][CH2:35][N:36]2[C:37](=[O:53])[O:38][CH:39]([c:41]3[cH:42][c:43]4[c:44]([cH:51][cH:52]3)[O:45][C:46]([CH3:49])([CH3:50])[O:47][CH2:48]4)[CH2:40]2)[cH:22][cH:23][cH:24]1. The reactants are C(C)(C)(C)[C@@H]1CC[C@H](CC1)OC=1C=C2C(=CC(=NC2=CC1)CN1CC(C1)C(=O)O)C(F)(F)F (1-[6-(trans-4-tert-Butyl-cyclohexyloxy)-4-trifluoromethyl-quinolin-2-ylmethyl]-azetidine-3-carboxylic acid), COC(=O)C1CN(C1)CC1=NC2=CC=C(C=C2C(=C1)C1CC1)O[C@@H]1CC[C@H](CC1)C(C)(C)C (1-[6-(trans-4-tert-Butyl-cyclohexyloxy)-4-cyclopropyl-quinolin-2-ylmethyl]-azetidine-3-carboxylic acid methyl ester). The product is C(C)(C)(C)[C@@H]1CC[C@H](CC1)OC=1C=C2C(=CC(=NC2=CC1)CN1CC(C1)C(=O)O)C1CC1 (1-[6-(trans-4-tert-Butyl-cyclohexyloxy)-4-cyclopropyl-quinolin-2-ylmethyl]-azetidine-3-carboxylic acid). As a reaction SMILES: C([C@H]1CC[C@H](OC2C=C3C(=CC=2)N=C(CN2CC(C(O)=O)C2)C=C3C(F)(F)F)CC1)(C)(C)C.C[O:35][C:36]([CH:38]1[CH2:41][N:40]([CH2:42][C:43]2[CH:52]=[C:51]([CH:53]3[CH2:55][CH2:54]3)[C:50]3[C:45](=[CH:46][CH:47]=[C:48]([O:56][C@H:57]4[CH2:62][CH2:61][C@H:60]([C:63]([CH3:66])([CH3:65])[CH3:64])[CH2:59][CH2:58]4)[CH:49]=3)[N:44]=2)[CH2:39]1)=[O:37]>>[C:63]([C@H:60]1[CH2:59][CH2:58][C@H:57]([O:56][C:48]2[CH:49]=[C:50]3[C:45](=[CH:46][CH:47]=2)[N:44]=[C:43]([CH2:42][N:40]2[CH2:39][CH:38]([C:36]([OH:37])=[O:35])[CH2:41]2)[CH:52]=[C:51]3[CH:53]2[CH2:54][CH2:55]2)[CH2:62][CH2:61]1)([CH3:66])([CH3:64])[CH3:65]. Reported procedure: Synthesized as per 1-[6-(trans-4-tert-Butyl-cyclohexyloxy)-4-trifluoromethyl-quinolin-2-ylmethyl]-azetidine-3-carboxylic acid using 1-[6-(trans-4-tert-Butyl-cyclohexyloxy)-4-cyclopropyl-quinolin-2-ylmethyl]-azetidine-3-carboxylic acid methyl ester as starting material. ESI-MS(M+H+): 437.3; 1H NMR (400 MHz, METHANOL-d4) Shift 7.97 (d, J=9.04 Hz, 1H), 7.70 (d, J=2.76 Hz, 1H), 7.41 (dd, J=2.64, 9.16 Hz, 1H), 7.08 (s, 1H), 4.71 (s, 2H), 4.36-4.59 (m, 5H), 3.70-3.86 (m, 1H), 2.38-2.51 (m, 1H), 2.30 (... Starting materials: ClC1=C(C(=O)O)C=CC=N1 (2-chloronicotinic acid), C(CC)NC1=CC=CC=C1 (N-propylaniline), S(=O)(Cl)Cl (thionyl chloride), [S-]C#N.[NH4+] (ammonium thiocyanate). The solvent is CC(=O)C (acetone), CN(C)C=O (DMF), CC(=O)C (acetone). Product: C1(=CC=CC=C1)N(CCC)C=1SC2=C(C(N1)=O)C=CC=N2 (2-(N-phenyl-N-propylamino)-4H-pyrido[3,2-e]-1,3-thiazin-4-one). Yield: 80.5%. As a reaction SMILES: Cl[C:2]1[N:10]=[CH:9][CH:8]=[CH:7][C:3]=1[C:4]([OH:6])=O.S(Cl)(Cl)=O.[S-:15][C:16]#[N:17].[NH4+].[CH2:19]([NH:22][C:23]1[CH:28]=[CH:27][CH:26]=[CH:25][CH:24]=1)[CH2:20][CH3:21]>CC(C)=O.CN(C=O)C>[C:23]1([N:22]([C:16]2[S:15][C:2]3[N:10]=[CH:9][CH:8]=[CH:7][C:3]=3[C:4](=[O:6])[N:17]=2)[CH2:19][CH2:20][CH3:21])[CH:28]=[CH:27][CH:26]=[CH:25][CH:24]=1 |f:2.3|. Reported procedure: The reaction procedure of Example 57 was followed except that 1.763 g (11.2 mmol) of 2-chloronicotinic acid, 15 ml of thionyl chloride, two droplets of DMF, 894 mg of ammonium thiocyanate, 15 ml of acetone, 1.59 g of N-propylaniline and 10 ml of acetone were used. The product was then recrystallized from ethanol to obtain 2.68 g of 2-(N-phenyl-N-propylamino)-4H-pyrido[3,2-e]-1,3-thiazin-4-one. The reactants are O=C([O-])[O-], O=C([O-])O, CS(=O)(=O)Cl, ClCCl, FC(F)(F)c1cccc(NCc2cccnc2)c1, [K+], [K+], [Na+]. Product: CS(=O)(=O)N(Cc1cccnc1)c1cccc(C(F)(F)F)c1. As a reaction SMILES: [C:19](=[O:20])([O-:21])[O-:22].[C:30](=[O:31])([OH:32])[O-:33].[CH3:25][S:26]([Cl:27])(=[O:28])=[O:29].[Cl:35][CH2:36][Cl:37].[F:1][C:2]([c:3]1[cH:4][c:5]([NH:9][CH2:10][c:11]2[cH:12][n:13][cH:14][cH:15][cH:16]2)[cH:6][cH:7][cH:8]1)([F:17])[F:18].[K+:23].[K+:24].[Na+:34]>>[F:1][C:2]([c:3]1[cH:4][c:5]([N:9]([CH2:10][c:11]2[cH:12][n:13][cH:14][cH:15][cH:16]2)[S:26]([CH3:25])(=[O:28])=[O:29])[cH:6][cH:7][cH:8]1)([F:17])[F:18]. Starting materials: C1CCOC1, COc1cc2ncnc(Oc3cccc(N)c3)c2cc1OC, CCN(C(C)C)C(C)C, CC(CF)(CF)c1cc(NC(=O)Oc2ccccc2)n(-c2ccccc2)n1. Yields the product COc1cc2ncnc(Oc3cccc(NC(=O)Nc4cc(C(C)(CF)CF)nn4-c4ccccc4)c3)c2cc1OC. RXN SMILES: [CH2:59]1[O:60][CH2:61][CH2:62][CH2:63]1.[CH3:28][O:29][c:30]1[cH:31][c:32]2[c:33]([O:42][c:43]3[cH:44][c:45]([NH2:46])[cH:47][cH:48][cH:49]3)[n:34][cH:35][n:36][c:37]2[cH:38][c:39]1[O:40][CH3:41].[CH:50]([N:51]([CH2:52][CH3:53])[CH:54]([CH3:55])[CH3:56])([CH3:57])[CH3:58].[F:1][CH2:2][C:3]([CH2:4][F:5])([CH3:6])[c:7]1[n:8][n:9](-[c:22]2[cH:23][cH:24][cH:25][cH:26][cH:27]2)[c:10]([NH:12][C:13]([O:14][c:15]2[cH:16][cH:17][cH:18][cH:19][cH:20]2)=[O:21])[cH:11]1>>[F:1][CH2:2][C:3]([CH2:4][F:5])([CH3:6])[c:7]1[n:8][n:9](-[c:22]2[cH:23][cH:24][cH:25][cH:26][cH:27]2)[c:10]([NH:12][C:13](=[O:21])[NH:46][c:45]2[cH:44][c:43]([O:42][c:33]3[c:32]4[cH:31][c:30]([O:29][CH3:28])[c:39]([O:40][CH3:41])[cH:38][c:37]4[n:36][cH:35][n:34]3)[cH:49][cH:48][cH:47]2)[cH:11]1. Reactants: OC(=O)[C@H]1CN(C)[C@@H]2CC3=CNC4=CC=CC(C2=C1)=C34 (lysergic acid), C(C)NCCC(=O)OCC (N-ethyl N-(2-carbethoxy)ethyl amine), C(C)NCCC(=O)OCC (N-ethyl N-(2-carbethoxy)ethyl Amine), C1=CN(C=N1)C(=O)N2C=CN=C2 (CDI). The solvent is CN(C=O)C (dimethylformamide), CN(C=O)C (dimethylformamide). Conditions: time 1 hour. Yields the product C(C)N(C(=O)[C@H]1CN(C)[C@@H]2CC3=CNC4=CC=CC(C2=C1)=C34)CCC(=O)OCC (Lysergic Acid N-ethyl N-(2-carbethoxy)ethyl Amide). RXN SMILES: [OH:1][C:2]([C@@H:4]1[CH:19]=[C:18]2[C@@H:8]([CH2:9][C:10]3[C:20]4[C:13](=[CH:14][CH:15]=[CH:16][C:17]2=4)[NH:12][CH:11]=3)[N:6]([CH3:7])[CH2:5]1)=O.C1N=CN(C(N2C=NC=C2)=O)C=1.[CH2:33]([NH:35][CH2:36][CH2:37][C:38]([O:40][CH2:41][CH3:42])=[O:39])[CH3:34]>CN(C)C=O>[CH2:33]([N:35]([CH2:36][CH2:37][C:38]([O:40][CH2:41][CH3:42])=[O:39])[C:2]([C@@H:4]1[CH:19]=[C:18]2[C@@H:8]([CH2:9][C:10]3[C:20]4[C:13](=[CH:14][CH:15]=[CH:16][C:17]2=4)[NH:12][CH:11]=3)[N:6]([CH3:7])[CH2:5]1)=[O:1])[CH3:34]. Reported procedure: A mixture of lysergic acid 5 (934 mg, 3.27 mmol) in 40 ml of dry dimethylformamide (DMF) was treated with 1,1′-carbonydidimidazole (CDI, 795 mg, 4.91 mmol) and stirred under nitrogen at room temperature for 1 hour. The N-ethyl N-(2-carbethoxy)ethyl amine linker 10 (1.90 g, 13.08 mmol) in 10 ml of dry dimethylformamide (DMF) was added dropwise and the reaction solution was stirred overnight at room temperature. The reaction solution was concentrated under reduced pressure and the resulting residu... Starting materials: NC1=NC=C(C(=O)OC)C=C1 (methyl 6-aminonicotinate), C1(=CC=CC=C1)N=C=O (phenyl isocyanate). Conditions: temperature 100 celsius. Yields the product C1(=CC=CC=C1)NC(NC1=NC=C(C(=O)OC)C=C1)=O (Methyl 6-(3-phenylureido)nicotinate). Yield: 104.0%. Reaction SMILES: [NH2:1][C:2]1[CH:11]=[CH:10][C:5]([C:6]([O:8][CH3:9])=[O:7])=[CH:4][N:3]=1.[C:12]1([N:18]=[C:19]=[O:20])[CH:17]=[CH:16][CH:15]=[CH:14][CH:13]=1>>[C:12]1([NH:18][C:19](=[O:20])[NH:1][C:2]2[CH:11]=[CH:10][C:5]([C:6]([O:8][CH3:9])=[O:7])=[CH:4][N:3]=2)[CH:17]=[CH:16][CH:15]=[CH:14][CH:13]=1. Procedure: To a solution of methyl 6-aminonicotinate (500 mg, 3.29 mmol) in N,N-diemthylformamide (5 mL) was added phenyl isocyanate (358 μL, 3.29 mmol). The mixture was heated to 100° C. for 2 hours and was then concentrated under vacuum to give the title compound (928 mg). Starting materials: C(C)C(CC)C=1C=2N(N=C(C1)C)C(=C(N2)C)C2=C(N=C(S2)N(C)C)Cl (N-{5-[8-(1-Ethyl-propyl)-2,6-dimethyl-imidazo[1,2-b]pyridazin-3-yl]-4-chloro-thiazol-2-yl}-dimethylamine), CS(=O)(=O)O (methanesulfonic acid). Run in C(C)OC(C)=O (ethylacetate), C(C)OC(C)=O (ethylacetate). Yields the product S(C)(=O)(=O)O.C(C)C(CC)C=1C=2N(N=C(C1)C)C(=C(N2)C)C2=C(N=C(S2)N(C)C)Cl (N-{5-[8-(1-Ethyl-propyl)-2,6-dimethyl-imidazo[1,2-b]pyridazin-3-yl]-4-chloro-thiazol-2-yl}-dimethylamine, mesylate salt). Reaction SMILES: [CH2:1]([CH:3]([C:6]1[C:7]2[N:8]([C:13]([C:17]3[S:21][C:20]([N:22]([CH3:24])[CH3:23])=[N:19][C:18]=3[Cl:25])=[C:14]([CH3:16])[N:15]=2)[N:9]=[C:10]([CH3:12])[CH:11]=1)[CH2:4][CH3:5])[CH3:2].[CH3:26][S:27]([OH:30])(=[O:29])=[O:28]>C(OC(=O)C)C>[S:27]([OH:30])(=[O:29])(=[O:28])[CH3:26].[CH2:1]([CH:3]([C:6]1[C:7]2[N:8]([C:13]([C:17]3[S:21][C:20]([N:22]([CH3:23])[CH3:24])=[N:19][C:18]=3[Cl:25])=[C:14]([CH3:16])[N:15]=2)[N:9]=[C:10]([CH3:12])[CH:11]=1)[CH2:4][CH3:5])[CH3:2] |f:3.4|. Procedure: 89 mg of N-{5-[8-(1-Ethyl-propyl)-2,6-dimethyl-imidazo[1,2-b]pyridazin-3-yl]-4-chloro-thiazol-2-yl}-dimethylamine (0.236 mmol) is dissolved in 2.0 ml of ethylacetate and 0.236 ml of 1M methanesulfonic acid in ethylacetate (0.236 mmol) is added. The solvents are removed under N2 gas and precipitated crystals are collected, washed with Et2O and dried. 92 mg (83%); mass spectrum (m/e): 378 (M+1); 1H-NMR (CDCl3): 7.30 (s, 1H), 3.67 (m, 1H), 3.22 (s, 6H), 2.93 (s, 3H), 2.78 (s, 3H), 2.78 (s, 3H), 2.7...